Task: describe an organic reaction: reactants, conditions, products, and yield. Dataset: the Open Reaction Database (ORD), a public repository of structured organic reaction records Reactants: OC1=C(C2=C(C(CO2)=O)C=C1)CN1CCN(CC1)C(=O)OC(C)(C)C (tert-butyl 4-[(6-hydroxy-3-oxo-2,3-dihydrobenzofuran-7-yl)methyl]piperazine-1-carboxylate), C(#C)C1=CC=C2C(=N1)NC=C2C=O (6-ethynyl-1H-pyrrolo[2,3-b]pyridine-3-carboxaldehyde). The reagents and catalysts are N1CCCCC1 (piperidine). Solvent: CO (methanol). Conditions: time 8 hour. Yields the product C(#C)C1=CC=C2C(=N1)NC=C2\C=C\2/OC1=C(C2=O)C=CC(=C1CN1CCN(CC1)C(=O)OC(C)(C)C)O (tert-butyl (Z)-4-({2-[(6-ethynyl-1H-pyrrolo[2,3-b]pyridin-3-yl)methylene]-6-hydroxy-3-oxo-2,3-dihydrobenzofuran-7-yl}methyl)piperazine-1-carboxylate). Yield: 73.1%. Reaction SMILES: [OH:1][C:2]1[CH:11]=[CH:10][C:5]2[C:6](=[O:9])[CH2:7][O:8][C:4]=2[C:3]=1[CH2:12][N:13]1[CH2:18][CH2:17][N:16]([C:19]([O:21][C:22]([CH3:25])([CH3:24])[CH3:23])=[O:20])[CH2:15][CH2:14]1.[C:26]([C:28]1[N:33]=[C:32]2[NH:34][CH:35]=[C:36]([CH:37]=O)[C:31]2=[CH:30][CH:29]=1)#[CH:27]>CO.N1CCCCC1>[C:26]([C:28]1[N:33]=[C:32]2[NH:34][CH:35]=[C:36](/[CH:37]=[C:7]3\[O:8][C:4]4[C:3]([CH2:12][N:13]5[CH2:14][CH2:15][N:16]([C:19]([O:21][C:22]([CH3:25])([CH3:24])[CH3:23])=[O:20])[CH2:17][CH2:18]5)=[C:2]([OH:1])[CH:11]=[CH:10][C:5]=4[C:6]\3=[O:9])[C:31]2=[CH:30][CH:29]=1)#[CH:27]. Procedure details: A solution of tert-butyl 4-[(6-hydroxy-3-oxo-2,3-dihydrobenzofuran-7-yl)methyl]piperazine-1-carboxylate (0.017 g, 0.049 mmol) obtained in Example A16, Step 1 in methanol (2.0 mL) was added with 6-ethynyl-1H-pyrrolo[2,3-b]pyridine-3-carboxaldehyde (0.007 g, 0.041 mmol). Then, the mixture was added with 5 drops of piperidine, and then the mixture was stirred overnight at room temperature. The solvent was evaporated under reduced pressure, and then the residue was washed with methylene chloride to ... Starting materials: CC(=O)OCC1=C(N2[C@@H]([C@@H](C2=O)N)SC1)C(=O)O (7-ACA), C(=O)(Cl)Cl (phosgene), C(=S)(Cl)Cl (thiophosgene). The product is CC(=O)OCC1=C(N2[C@@H](CC2=O)SC1)C(=O)O (cephalosporanic acid). Reaction SMILES: [CH3:1][C:2]([O:4][CH2:5][C:6]1[CH2:15][S:14][C@@H:9]2[C@H:10](N)[C:11](=[O:12])[N:8]2[C:7]=1[C:16]([OH:18])=[O:17])=[O:3].C(Cl)(Cl)=O.C(Cl)(Cl)=S>>[CH3:1][C:2]([O:4][CH2:5][C:6]1[CH2:15][S:14][C@@H:9]2[CH2:10][C:11](=[O:12])[N:8]2[C:7]=1[C:16]([OH:18])=[O:17])=[O:3]. Reported procedure: reaction of 7-ACA with phosgene (or thiophosgene) to yield isocyanato (or isothiocyanato) cephalosporanic acid which is reacted with the appropriate amine of formula R1NH2 and then either catalytic hydrogenation of the 3-acetoxy group to yield the 3-methyl group or displacement of the 3-acetoxy group of 7-ACA with the desired mercaptoheterocyclic compound. Reactants: hydrochloride salt, CC1=C(C=CC(=C1)N1C(CCC1)=O)C1=CC=C(C=C1)C(=O)N1CCC=2C=C3C(=CC12)C1(CCNCC1)CO3 (5-[2'-methyl-4'-(2-oxopyrrolidin-1-yl)biphenyl-4-carbonyl]-2,3,6,7-tetrahydrospiro[furo[2,3-f]indole-3,4'-piperidine]), BrCCCC (1-bromobutane), oil. Product: C(CCC)N1CCC2(CC1)COC1=CC=3CCN(C3C=C12)C(=O)C1=CC=C(C=C1)C1=C(C=C(C=C1)N1C(CCC1)=O)C (1'-n-Butyl-5-[2'-methyl-4'-(2-oxopyrrolidin-1-yl)biphenyl-4-carbonyl]-2,3,6,7-tetrahydrospiro[furo[2,3-f]indole-3,4'-piperidine]). RXN SMILES: [CH3:1][C:2]1[CH:7]=[C:6]([N:8]2[CH2:12][CH2:11][CH2:10][C:9]2=[O:13])[CH:5]=[CH:4][C:3]=1[C:14]1[CH:19]=[CH:18][C:17]([C:20]([N:22]2[C:30]3[CH:29]=[C:28]4[C:31]5([CH2:37][O:38][C:27]4=[CH:26][C:25]=3[CH2:24][CH2:23]2)[CH2:36][CH2:35][NH:34][CH2:33][CH2:32]5)=[O:21])=[CH:16][CH:15]=1.Br[CH2:40][CH2:41][CH2:42][CH3:43]>>[CH2:40]([N:34]1[CH2:35][CH2:36][C:31]2([C:28]3[C:27](=[CH:26][C:25]4[CH2:24][CH2:23][N:22]([C:20]([C:17]5[CH:18]=[CH:19][C:14]([C:3]6[CH:4]=[CH:5][C:6]([N:8]7[CH2:12][CH2:11][CH2:10][C:9]7=[O:13])=[CH:7][C:2]=6[CH3:1])=[CH:15][CH:16]=5)=[O:21])[C:30]=4[CH:29]=3)[O:38][CH2:37]2)[CH2:32][CH2:33]1)[CH2:41][CH2:42][CH3:43]. Reported procedure: The title compound was prepared from 5-[2'-methyl-4'-(2-oxopyrrolidin-1-yl)biphenyl-4-carbonyl]-2,3,6,7-tetrahydrospiro[furo[2,3-f]indole-3,4'-piperidine] (E18) and 1-bromobutane using a similar procedure to Example 19, as a yellow oil (55%). This was converted to its hydrochloride salt and crystallised from acetone as a white solid. The solvent is C(C)(=O)OCC (ethyl acetate). The reagents and catalysts are [Pt]=O (platinum oxide). Procedure details: The solution of 4.0 g of N-(4-nitro-o-tolyl)-4-carboxyphthalimide in 200 ml of ethyl acetate is hydrogenated over 1.0 g of platinum oxide at 2.5 atm. and about 40° for 50 minutes. The suspension obtained is evaporated, the residue taken up in 50 ml of dimethylformamide, the mixture filtered, the filtrate evaporated and the residue triturated with 100 ml of ethanol, to yield the N-(4-amino-o-tolyl)-4-carboxyphthalimide melting at 280°. Analogously the N-(4-amino-o-tolyl)-4-carbomethoxyphthalimide... The reactants are [N+](=O)([O-])C1=CC(=C(C=C1)C)N1C(C=2C(C1=O)=CC(=CC2)C(=O)O)=O (N-(4-nitro-o-tolyl)-4-carboxyphthalimide). RXN SMILES: [N+:1]([C:4]1[CH:9]=[CH:8][C:7]([CH3:10])=[C:6]([N:11]2[C:15](=[O:16])[C:14]3=[CH:17][C:18]([C:21]([OH:23])=[O:22])=[CH:19][CH:20]=[C:13]3[C:12]2=[O:24])[CH:5]=1)([O-])=O>C(OCC)(=O)C.[Pt]=O>[NH2:1][C:4]1[CH:9]=[CH:8][C:7]([CH3:10])=[C:6]([N:11]2[C:15](=[O:16])[C:14]3=[CH:17][C:18]([C:21]([OH:23])=[O:22])=[CH:19][CH:20]=[C:13]3[C:12]2=[O:24])[CH:5]=1. Product: NC1=CC(=C(C=C1)C)N1C(C=2C(C1=O)=CC(=CC2)C(=O)O)=O (N-(4-amino-o-tolyl)-4-carboxyphthalimide). Reactants: CC(=O)CC(C)C, O=c1[nH]c2cc(Cl)ccc2n1C1CCNCC1, Fc1ccc(C(CCCCl)c2ccccc2)cc1, [I-], [K+], [Na+], [Na+], O=C([O-])[O-], O. Yields the product O=c1[nH]c2cc(Cl)ccc2n1C1CCN(CCCC(c2ccccc2)c2ccc(F)cc2)CC1. Reaction SMILES: [CH3:45][CH:46]([CH3:47])[CH2:48][C:49](=[O:50])[CH3:51].[Cl:19][c:20]1[cH:21][c:22]2[c:23]([n:24]([CH:28]3[CH2:29][CH2:30][NH:31][CH2:32][CH2:33]3)[c:25](=[O:27])[nH:26]2)[cH:34][cH:35]1.[Cl:1][CH2:2][CH2:3][CH2:4][CH:5]([c:6]1[cH:7][cH:8][cH:9][cH:10][cH:11]1)[c:12]1[cH:13][cH:14][c:15]([F:18])[cH:16][cH:17]1.[I-:43].[K+:42].[Na+:36].[Na+:37].[O-:38][C:39](=[O:40])[O-:41].[OH2:44]>>[CH2:2]([CH2:3][CH2:4][CH:5]([c:6]1[cH:7][cH:8][cH:9][cH:10][cH:11]1)[c:12]1[cH:13][cH:14][c:15]([F:18])[cH:16][cH:17]1)[N:31]1[CH2:30][CH2:29][CH:28]([n:24]2[c:23]3[c:22]([cH:21][c:20]([Cl:19])[cH:35][cH:34]3)[nH:26][c:25]2=[O:27])[CH2:33][CH2:32]1.